This data is from the Open Reaction Database (ORD), a public repository of structured organic reaction records. The task is: describe an organic reaction: reactants, conditions, products, and yield Reactants: ClC=1C=C(C=C(C1)C(F)(F)F)C1(CC(=NO1)C1=CC(=C(C=C1)C(=O)N1CNC(C1)=O)C(F)(F)F)C(F)(F)F (1-[(4-[5-[3-chloro-5-(trifluoromethyl)phenyl]-5-(trifluoromethyl)-4,5-dihydro-1,2-oxazol-3-yl]-2-(trifluoromethyl)phenyl)carbonyl]imidazolidin-4-one), CN(C=O)C (N,N-dimethylformamide), [H-].[Na+] (sodium hydride), FC(S(=O)(=O)OCC(F)(F)F)(F)F (2,2,2-trifluoroethyl trifluoromethanesulfonate). Run in CC#N (CH3CN). Reaction conditions: time 1 hour. Product: ClC=1C=C(C=C(C1)C(F)(F)F)C1(CC(=NO1)C1=CC(=C(C=C1)C(=O)N1CN(C(C1)=O)CC(F)(F)F)C(F)(F)F)C(F)(F)F (1-[(4-[5-[3-chloro-5-(trifluoromethyl)phenyl]-5-(trifluoromethyl)-4,5-dihydro-1,2-oxazol-3-yl]-2-(trifluoromethyl)phenyl)carbonyl]-3-(2,2,2-trifluoroethyl)imidazolidin-4-one). RXN SMILES: [Cl:1][C:2]1[CH:3]=[C:4]([C:12]2([C:35]([F:38])([F:37])[F:36])[O:16][N:15]=[C:14]([C:17]3[CH:22]=[CH:21][C:20]([C:23]([N:25]4[CH2:29][C:28](=[O:30])[NH:27][CH2:26]4)=[O:24])=[C:19]([C:31]([F:34])([F:33])[F:32])[CH:18]=3)[CH2:13]2)[CH:5]=[C:6]([C:8]([F:11])([F:10])[F:9])[CH:7]=1.CN(C)C=O.[H-].[Na+].FC(F)(F)S(O[CH2:52][C:53]([F:56])([F:55])[F:54])(=O)=O>CC#N>[Cl:1][C:2]1[CH:3]=[C:4]([C:12]2([C:35]([F:36])([F:37])[F:38])[O:16][N:15]=[C:14]([C:17]3[CH:22]=[CH:21][C:20]([C:23]([N:25]4[CH2:29][C:28](=[O:30])[N:27]([CH2:52][C:53]([F:56])([F:55])[F:54])[CH2:26]4)=[O:24])=[C:19]([C:31]([F:33])([F:34])[F:32])[CH:18]=3)[CH2:13]2)[CH:5]=[C:6]([C:8]([F:11])([F:10])[F:9])[CH:7]=1 |f:2.3|. Procedure: Into a 50-mL round bottom flask, was placed 1-[(4-[5-[3-chloro-5-(trifluoromethyl)phenyl]-5-(trifluoromethyl)-4,5-dihydro-1,2-oxazol-3-yl]-2-(trifluoromethyl)phenyl)carbonyl]imidazolidin-4-one (50 mg, 0.09 mmol, 1.00 equiv), N,N-dimethylformamide (1 mL), sodium hydride (7 mg, 0.17 mmol, 2.00 equiv, 60%), The resulting solution was stirred for 20 min at 25° C. Added 2,2,2-trifluoroethyl trifluoromethanesulfonate (40 mg, 0.17 mmol, 1.98 equiv). The resulting solution was allowed to react, with sti... The reactants are CCCCCCc1ccc(-c2nnc(-c3ccc4cc(O)ccc4c3)s2)cc1, CCCCBr, CCCCO, [K+], [OH-]. Product: CCCCCCc1ccc(-c2nnc(-c3ccc4cc(OCCCC)ccc4c3)s2)cc1. RXN SMILES: [CH2:1]([CH2:2][CH2:3][CH2:4][CH2:5][CH3:6])[c:7]1[cH:8][cH:9][c:10](-[c:13]2[s:14][c:15](-[c:18]3[cH:19][c:20]4[cH:21][cH:22][c:23]([OH:28])[cH:24][c:25]4[cH:26][cH:27]3)[n:16][n:17]2)[cH:11][cH:12]1.[CH2:31]([CH2:32][CH2:33][CH3:34])[Br:35].[CH2:36]([OH:37])[CH2:38][CH2:39][CH3:40].[K+:30].[OH-:29]>>[CH2:1]([CH2:2][CH2:3][CH2:4][CH2:5][CH3:6])[c:7]1[cH:8][cH:9][c:10](-[c:13]2[s:14][c:15](-[c:18]3[cH:19][c:20]4[cH:21][cH:22][c:23]([O:28][CH2:31][CH2:32][CH2:33][CH3:34])[cH:24][c:25]4[cH:26][cH:27]3)[n:16][n:17]2)[cH:11][cH:12]1. Starting materials: FC1=CC=C(OC2=CC3=C(N=C(N=C3)S(=O)(=O)C)N(C2=O)C)C=C1 (6-(4-fluorophenoxy)-8-methyl-2-(methylsulfonyl)pyrido[2,3-d]pyrimidin-7(8H)-one), C(C1=CC=CC=C1)N (benzylamine), CO (Methanol). Solvent: CN1C(CCC1)=O (1-methyl-2-pyrrolidinone). Conditions: temperature 110 celsius, time 12 hour. Product: C(C1=CC=CC=C1)NC=1N=CC2=C(N1)N(C(C(=C2)OC2=CC=C(C=C2)F)=O)C (2-(benzylamino)-6-(4-fluorophenoxy)-8-methylpyrido[2,3-d]pyrimidin-7(8H)-one). Reaction SMILES: [F:1][C:2]1[CH:24]=[CH:23][C:5]([O:6][C:7]2[C:20](=[O:21])[N:19]([CH3:22])[C:10]3[N:11]=[C:12](S(C)(=O)=O)[N:13]=[CH:14][C:9]=3[CH:8]=2)=[CH:4][CH:3]=1.[CH2:25]([NH2:32])[C:26]1[CH:31]=[CH:30][CH:29]=[CH:28][CH:27]=1.CO>CN1CCCC1=O>[CH2:25]([NH:32][C:12]1[N:13]=[CH:14][C:9]2[CH:8]=[C:7]([O:6][C:5]3[CH:23]=[CH:24][C:2]([F:1])=[CH:3][CH:4]=3)[C:20](=[O:21])[N:19]([CH3:22])[C:10]=2[N:11]=1)[C:26]1[CH:31]=[CH:30][CH:29]=[CH:28][CH:27]=1. Procedure details: A mixture of 6-(4-fluorophenoxy)-8-methyl-2-(methylsulfonyl)pyrido[2,3-d]pyrimidin-7(8H)-one (see Example 8 made by replacing methyl 2-fluorophenoxyacetate with methyl 4-fluorophenoxyacetate-Steps A and B, 0.35 g, 1.0 mmol) and benzylamine (0.33 mL, 3 mmol) in 0.5 mL of 1-methyl-2-pyrrolidinone was stirred at 110° C. for 12 hours and then cooled to room temperature. Methanol (2 mL) was added and the suspension was stirred for 30 minutes. Filtration and washing of the precipitate thoroughly with ... Reactants: OBO, CS(=O)(=O)Nc1ccc(Br)cc1, COc1ccccc1CNC1CCC(N(C)C(=O)OC(C)(C)C)CC1. Yields the product COc1ccc(-c2ccc(NS(C)(=O)=O)cc2)cc1CNC1CCC(N(C)C(=O)OC(C)(C)C)CC1. Reaction SMILES: [BH:1]([OH:2])[OH:3].[Br:29][c:30]1[cH:31][cH:32][c:33]([NH:36][S:37](=[O:38])(=[O:39])[CH3:40])[cH:34][cH:35]1.[C:4](=[O:5])([O:6][C:7]([CH3:8])([CH3:9])[CH3:10])[N:11]([CH:12]1[CH2:13][CH2:14][CH:15]([NH:18][CH2:19][c:20]2[cH:21][cH:22][cH:23][cH:24][c:25]2[O:26][CH3:27])[CH2:16][CH2:17]1)[CH3:28]>>[C:4](=[O:5])([O:6][C:7]([CH3:8])([CH3:9])[CH3:10])[N:11]([CH:12]1[CH2:13][CH2:14][CH:15]([NH:18][CH2:19][c:20]2[cH:21][c:22](-[c:30]3[cH:31][cH:32][c:33]([NH:36][S:37](=[O:38])(=[O:39])[CH3:40])[cH:34][cH:35]3)[cH:23][cH:24][c:25]2[O:26][CH3:27])[CH2:16][CH2:17]1)[CH3:28]. The reactants are CCOC(C)=O, CCCCCC, O=C1C2CCCC2=Nc2ccccc2N1Cc1cccc2ccccc12. Product: O=C1C2CCCC2Nc2ccccc2N1Cc1cccc2ccccc12. As a reaction SMILES: [C:33]([O:34][CH2:35][CH3:36])(=[O:37])[CH3:38].[CH3:27][CH2:28][CH2:29][CH2:30][CH2:31][CH3:32].[c:1]1([CH2:11][N:12]2[c:13]3[c:14]([cH:23][cH:24][cH:25][cH:26]3)[N:15]=[C:16]3[CH:17]([C:18]2=[O:19])[CH2:20][CH2:21][CH2:22]3)[cH:2][cH:3][cH:4][c:5]2[cH:6][cH:7][cH:8][cH:9][c:10]12>>[c:1]1([CH2:11][N:12]2[c:13]3[c:14]([cH:23][cH:24][cH:25][cH:26]3)[NH:15][CH:16]3[CH:17]([C:18]2=[O:19])[CH2:20][CH2:21][CH2:22]3)[cH:2][cH:3][cH:4][c:5]2[cH:6][cH:7][cH:8][cH:9][c:10]12. The reactants are BrC1(C(C1)ON=C(C(=O)OCC)C1(C)OCCO1)Br (ethyl 2-(2,2-dibromocyclopropyloxyimino)-3,3-ethylenedioxybutyrate), C(CCC)[SnH](CCCC)CCCC (tri-n-butyltin hydride), N(=NC(C#N)(C)C)C(C#N)(C)C (2,2'-azobisisobutyronitrile). Solvent: C1=CC=CC=C1 (benzene). The product is C1(CC1)ON=C(C(=O)OCC)C1(C)OCCO1 (ethyl 2-cyclopropyloxyimino-3,3-ethylenedioxybutyrate). Isolated yield 104.1%. RXN SMILES: Br[C:2]1(Br)[CH2:4][CH:3]1[O:5][N:6]=[C:7]([C:13]1([O:18][CH2:17][CH2:16][O:15]1)[CH3:14])[C:8]([O:10][CH2:11][CH3:12])=[O:9].C([SnH](CCCC)CCCC)CCC.N(C(C)(C)C#N)=NC(C)(C)C#N>C1C=CC=CC=1>[CH:3]1([O:5][N:6]=[C:7]([C:13]2([O:15][CH2:16][CH2:17][O:18]2)[CH3:14])[C:8]([O:10][CH2:11][CH3:12])=[O:9])[CH2:4][CH2:2]1. Reported procedure: To a solution of ethyl 2-(2,2-dibromocyclopropyloxyimino)-3,3-ethylenedioxybutyrate (syn isomer)(16.4 g) in benzene (300 ml) was dropwise added tri-n-butyltin hydride (33 ml). To the mixture was added 2,2'-azobisisobutyronitrile (0.5 g) and the resulting mixture was refluxed for 2 hours under nitrogen atmosphere. The mixture was concentrated in vacuo and the residue was subjected to column chromatography on silica gel using a mixture of chloroform and ethyl acetate (4:1 V/V) as an eluent to give... RXN SMILES: [Si]([O:8][C@@H:9]1[CH2:17][C@@H:12]2[O:13][C:14](=[O:16])[CH2:15][C@@H:11]2[C@H:10]1[CH:18]=[CH:19][CH2:20][CH2:21][CH2:22][CH2:23][CH2:24][CH3:25])(C(C)(C)C)(C)C>CO.[Pd]>[OH:8][C@@H:9]1[CH2:17][C@@H:12]2[O:13][C:14](=[O:16])[CH2:15][C@@H:11]2[C@H:10]1[CH2:18][CH2:19][CH2:20][CH2:21][CH2:22][CH2:23][CH2:24][CH3:25]. Product: O[C@H]1[C@@H]([C@@H]2[C@@H](OC(C2)=O)C1)CCCCCCCC ((3aR,4R,5R,6aS)-5-hydroxy-4-octylhexahydro-2H-cyclopenta[b]furan-2-one). Starting materials: [Si](C)(C)(C(C)(C)C)O[C@H]1[C@@H]([C@@H]2[C@@H](OC(C2)=O)C1)C=CCCCCCC ((3aR,4R,5R,6aS)-5-(tert-butyldimethylsilyloxy)-4-(oct-1-enyl)hexahydro-2H-cyclopenta[b]furan-2-one). Run at time 8 hour. Yield: 96.1%. Run in CO (methanol). Procedure: A mixture of 5-2 (595 mg, 1.62 mmol) and 5% Pd/C (556 mg, 0.17 mmol) in methanol (80 mL) was stirred under 1 atm H2 pressure (balloon) overnight. The mixture was then filtered through Celite and the filtrate evaporated. Purification of the residue by flash chromatography on silica gel (Isco Combiflash unit) gave the title compound (396 mg, 96%). The reagents and catalysts are [Pd] (Pd/C). Reactants: C(C)(C)NC(C)C (diisopropylamine), C(CCC)[Li] (n-butyllithium), C(C(C)C)(=O)Cl (isobutyryl chloride), O1C(=CC=C1)CC(=O)OCC (ethyl 2-(furan-2-yl)acetate). RXN SMILES: C(NC(C)C)(C)C.C([Li])CCC.[O:13]1[CH:17]=[CH:16][CH:15]=[C:14]1[CH2:18][C:19]([O:21][CH2:22][CH3:23])=[O:20].[C:24](Cl)(=[O:28])[CH:25]([CH3:27])[CH3:26]>CCCCCC.[Cl-].[NH4+].O1CCCC1>[O:13]1[CH:17]=[CH:16][CH:15]=[C:14]1[CH:18]([C:24](=[O:28])[CH:25]([CH3:27])[CH3:26])[C:19]([O:21][CH2:22][CH3:23])=[O:20] |f:5.6|. Yields the product O1C(=CC=C1)C(C(=O)OCC)C(C(C)C)=O (ethyl 2-(furan-2-yl)-4-methyl-3-oxopentanoate). Run in CCCCCC (n-hexane), O1CCCC1 (tetrahydrofuran), [Cl-].[NH4+] (ammonium chloride). Isolated yield 327.0%. Conditions: time 30 minute. Procedure details: To 60 mL of tetrahydrofuran and 9.3 mL (66 mmol) of diisopropylamine, 38 mL (60 mmol) of 1.57 M n-butyllithium in n-hexane was added dropwise under a nitrogen atmosphere under cooling with ice, and the reaction mixture was warmed to room temperature and stirred for 30 minutes. After the stirring, the reaction mixture was cooled to −78° C., and after dropwise addition of 4.62 g (30.0 mmol) of ethyl 2-(furan-2-yl)acetate, stirred at the same temperature for 1 hour. After the stirring, 3.8 mL (36 m... Procedure: (S)-1-ethyl-3-(4-(4-(3-ethylmorpholino)-5,6,7,8-tetrahydropyrido[3,4-d]pyrimidin-2-yl)phenyl)urea (0.0500 g, 0.122 mmol) in dry N,N-Dimethylformamide (0.593 mL, 7.66 mmol) at 0° C. was added 3-oxetanone (0.00881 mL, 0.122 mmol). The reaction mixture was stirred at 50° C. for 10 minutes then cooled at 0° C. and added Sodium triacetoxyborohydride (0.05163 g, 0.2436 mmol). The reaction mixture was allowed to warm slowly to room temperature and stirred overnight. The reaction mixture was filtered th... Reaction SMILES: [CH2:1]([NH:3][C:4]([NH:6][C:7]1[CH:12]=[CH:11][C:10]([C:13]2[N:14]=[C:15]([N:23]3[CH2:28][CH2:27][O:26][CH2:25][C@@H:24]3[CH2:29][CH3:30])[C:16]3[CH2:22][CH2:21][NH:20][CH2:19][C:17]=3[N:18]=2)=[CH:9][CH:8]=1)=[O:5])[CH3:2].CN(C)C=O.[O:36]1[CH2:39][C:38](=O)[CH2:37]1.C(O[BH-](OC(=O)C)OC(=O)C)(=O)C.[Na+]>>[CH2:1]([NH:3][C:4]([NH:6][C:7]1[CH:8]=[CH:9][C:10]([C:13]2[N:14]=[C:15]([N:23]3[CH2:28][CH2:27][O:26][CH2:25][C@@H:24]3[CH2:29][CH3:30])[C:16]3[CH2:22][CH2:21][N:20]([CH:38]4[CH2:39][O:36][CH2:37]4)[CH2:19][C:17]=3[N:18]=2)=[CH:11][CH:12]=1)=[O:5])[CH3:2] |f:3.4|. Yields the product C(C)NC(=O)NC1=CC=C(C=C1)C=1N=C(C2=C(N1)CN(CC2)C2COC2)N2[C@H](COCC2)CC ((S)-1-ethyl-3-(4-(4-(3-ethylmorpholino)-7-(oxetan-3-yl)-5,6,7,8-tetrahydropyrido[3,4-d]pyrimidin-2-yl)phenyl)urea). Starting materials: C(C)NC(=O)NC1=CC=C(C=C1)C=1N=C(C2=C(N1)CNCC2)N2[C@H](COCC2)CC ((S)-1-ethyl-3-(4-(4-(3-ethylmorpholino)-5,6,7,8-tetrahydropyrido[3,4-d]pyrimidin-2-yl)phenyl)urea), CN(C=O)C (N,N-Dimethylformamide), O1CC(C1)=O (3-oxetanone), C(C)(=O)O[BH-](OC(C)=O)OC(C)=O.[Na+] (Sodium triacetoxyborohydride). Reaction conditions: temperature 50 celsius, time 10 minute. Starting materials: ClC1=NC(=C2N=CN(C2=N1)C(C)C)Cl (2,6-dichloro-9-(2-propyl)purine), COC1=C(CN)C=CC=C1OC (2,3-dimethoxybenzylamine). The solvent is C(C)N(CC)CC (triethylamine). Product: ClC1=NC(=C2N=CN(C2=N1)C(C)C)NCC1=C(C(=CC=C1)OC)OC (2-Chloro-6-[(2,3-dimethoxybenzyl)amino]-9-(2-propyl)purine). As a reaction SMILES: [Cl:1][C:2]1[N:10]=[C:9]2[C:5]([N:6]=[CH:7][N:8]2[CH:11]([CH3:13])[CH3:12])=[C:4](Cl)[N:3]=1.[CH3:15][O:16][C:17]1[C:24]([O:25][CH3:26])=[CH:23][CH:22]=[CH:21][C:18]=1[CH2:19][NH2:20]>C(N(CC)CC)C>[Cl:1][C:2]1[N:10]=[C:9]2[C:5]([N:6]=[CH:7][N:8]2[CH:11]([CH3:13])[CH3:12])=[C:4]([NH:20][CH2:19][C:18]2[CH:21]=[CH:22][CH:23]=[C:24]([O:25][CH3:26])[C:17]=2[O:16][CH3:15])[N:3]=1. Procedure details: 2-Chloro-6-[(2,3-dimethoxybenzyl)amino]-9-(2-propyl)purine is prepared from 2,6-dichloro-9-(2-propyl)purine (see Example 19 for preparation), 2,3-dimethoxybenzylamine, and triethylamine essentially as described above in Example 1, Scheme A, step b.